From a dataset of the Open Reaction Database (ORD), a public repository of structured organic reaction records. describe an organic reaction: reactants, conditions, products, and yield The reactants are BrC=1C=C(C=CC1)CC(=O)O (3-bromo-phenyl acetic acid), C(C)(C)(C)O (tert-butanol), C1CCC(CC1)N=C=NC2CCCCC2 (DCC). Reagents/catalysts: CN(C)C=1C=CN=CC1 (DMAP). Solvent: C(Cl)Cl (CH2Cl2). Run at time 24 hour. The product is C(C)(C)(C)OC(CC1=CC(=CC=C1)Br)=O (3-Bromo-phenyl acetic acid tert-butyl ester). Yield: 89.5%. RXN SMILES: [Br:1][C:2]1[CH:3]=[C:4]([CH2:8][C:9]([OH:11])=[O:10])[CH:5]=[CH:6][CH:7]=1.[C:12](O)([CH3:15])([CH3:14])[CH3:13].C1CCC(N=C=NC2CCCCC2)CC1>CN(C1C=CN=CC=1)C.C(Cl)Cl>[C:12]([O:10][C:9](=[O:11])[CH2:8][C:4]1[CH:5]=[CH:6][CH:7]=[C:2]([Br:1])[CH:3]=1)([CH3:15])([CH3:14])[CH3:13]. Procedure details: A mixture of 3-bromo-phenyl acetic acid (5.00 g, 23.24 mmol), tert-butanol (1.89 g, 25.57 mmol), DMAP (3.12 g, 25.57 mmol), and DCC (5.27 g, 25.57 mmol) in CH2Cl2 (150 mL) was stirred for 24 h at room temperature. The reaction was filtered and the filtrate was concentrated in vacuo. The residue was dissolved in EtOAc and the mixture was filtered. The organic solution was washed consecutively with 5.5% HCl, water, saturated NaHCO3, and brine. The organic solution was dried over MgSO4, filtered, a... The reactants are CCCC1OC1CO, CCCCCCOc1cnc(-c2ccc3c(O)c(F)c(F)cc3c2)nc1. Product: CCCCCCOc1cnc(-c2ccc3c(OCC4OC4CCC)c(F)c(F)cc3c2)nc1. Reaction SMILES: [CH2:27]([CH2:28][CH3:29])[CH:30]1[CH:31]([CH2:33][OH:34])[O:32]1.[F:1][c:2]1[c:3]([OH:26])[c:4]2[cH:5][cH:6][c:7](-[c:13]3[n:14][cH:15][c:16]([O:19][CH2:20][CH2:21][CH2:22][CH2:23][CH2:24][CH3:25])[cH:17][n:18]3)[cH:8][c:9]2[cH:10][c:11]1[F:12]>>[F:1][c:2]1[c:3]([O:26][CH2:33][CH:31]2[CH:30]([CH2:27][CH2:28][CH3:29])[O:32]2)[c:4]2[cH:5][cH:6][c:7](-[c:13]3[n:14][cH:15][c:16]([O:19][CH2:20][CH2:21][CH2:22][CH2:23][CH2:24][CH3:25])[cH:17][n:18]3)[cH:8][c:9]2[cH:10][c:11]1[F:12]. The reactants are NC1=CC=C2C(=N1)C(=CN2)C2CCN(CC2)C (5-amino-3-(1-methylpiperidin-4-yl)pyrrolo[3,2-b]pyridine), FC1=C(C(=O)Cl)C=C(C(=C1)F)F (2,4,5-trifluorobenzoyl chloride). Product: FC1=C(C(=O)NC2=CC=C3C(=N2)C(=CN3)C3CCN(CC3)C)C=C(C(=C1)F)F (5-(N-[2,4,5-trifluorobenzoyl]amino)-3-(1-methylpiperidin-4-yl)pyrrolo[3,2-b]pyridine). The yield is 87.8%. RXN SMILES: [NH2:1][C:2]1[N:7]=[C:6]2[C:8]([CH:11]3[CH2:16][CH2:15][N:14]([CH3:17])[CH2:13][CH2:12]3)=[CH:9][NH:10][C:5]2=[CH:4][CH:3]=1.[F:18][C:19]1[CH:27]=[C:26]([F:28])[C:25]([F:29])=[CH:24][C:20]=1[C:21](Cl)=[O:22]>>[F:18][C:19]1[CH:27]=[C:26]([F:28])[C:25]([F:29])=[CH:24][C:20]=1[C:21]([NH:1][C:2]1[N:7]=[C:6]2[C:8]([CH:11]3[CH2:16][CH2:15][N:14]([CH3:17])[CH2:13][CH2:12]3)=[CH:9][NH:10][C:5]2=[CH:4][CH:3]=1)=[O:22]. Procedure details: Beginning with 0.010 gm (0.044 mMol) 5-amino-3-(1-methylpiperidin-4-yl)pyrrolo[3,2-b]pyridine and 0.007 mL (0.055 mMol) 2,4,5-trifluorobenzoyl chloride, 0.015 gm (86%) of the title compound were prepared essentially by the procedure described in Example 7. Reactants: C1(CCCCCC1)NC(=S)N (N-cycloheptylthiourea), C(C)C(C(=O)O)CC (2-ethylbutyric acid). The product is C1(CCCCCC1)NC=1SC(C(N1)=O)(CC)CC (2-(cycloheptylamino)-5,5-diethyl-1,3-thiazol-4(5H)-one). As a reaction SMILES: [CH:1]1([NH:8][C:9]([NH2:11])=[S:10])[CH2:7][CH2:6][CH2:5][CH2:4][CH2:3][CH2:2]1.[CH2:12]([CH:14]([CH2:18][CH3:19])[C:15](O)=[O:16])[CH3:13]>>[CH:1]1([NH:8][C:9]2[S:10][C:14]([CH2:18][CH3:19])([CH2:12][CH3:13])[C:15](=[O:16])[N:11]=2)[CH2:7][CH2:6][CH2:5][CH2:4][CH2:3][CH2:2]1. Procedure details: Synthesis was performed from N-cycloheptylthiourea and 2-ethylbutyric acid according to Method J and D.